This data is from the Open Reaction Database (ORD), a public repository of structured organic reaction records. The task is: describe an organic reaction: reactants, conditions, products, and yield RXN SMILES: [OH:1][CH2:2][CH:3]([NH:5][C:6]([C:8]1[C:16]2[C:15]([C:17]3[CH:22]=[CH:21][CH:20]=[C:19]([N+:23]([O-:25])=[O:24])[CH:18]=3)=[N:14][CH:13]=[N:12][C:11]=2[N:10]([CH2:26][O:27][CH2:28][CH2:29][Si:30]([CH3:33])([CH3:32])[CH3:31])[CH:9]=1)=[O:7])[CH3:4]>ClCCl>[N+:23]([C:19]1[CH:18]=[C:17]([C:15]2[C:16]3[C:8]([C:6]([NH:5][CH:3]([CH3:4])[CH:2]=[O:1])=[O:7])=[CH:9][N:10]([CH2:26][O:27][CH2:28][CH2:29][Si:30]([CH3:31])([CH3:33])[CH3:32])[C:11]=3[N:12]=[CH:13][N:14]=2)[CH:22]=[CH:21][CH:20]=1)([O-:25])=[O:24]. The product is [N+](=O)([O-])C=1C=C(C=CC1)C=1C2=C(N=CN1)N(C=C2C(=O)NC(C=O)C)COCC[Si](C)(C)C (4-(3-nitrophenyl)-N-(1-oxopropan-2-yl)-7-((2-(trimethylsilyl)ethoxy)methyl)-7H-pyrrolo[2,3-d]pyrimidine-5-carboxamide). Solvent: ClCCl (dichloromethane). Procedure: To a solution of N-(1-hydroxypropan-2-yl)-4-(3-nitrophenyl)-7-((2-(trimethylsilyl)ethoxy)methyl)-7H-pyrrolo[2,3-d]pyrimidine-5-carboxamide (800 mg, 1.70 mmol) in dichloromethane (10 mL), was added DMP (1.20 g, 2.83 mmol). The resulting solution was stirred for 2 hours at room temperature and quenched by addition of saturated aqueous NaHCO3. The resulting solution was extracted with ethyl acetate (×3) and the combined organic layers were washed with brine, dried over anhydrous sodium sulfate, fil... Reaction conditions: time 2 hour. The reactants are OCC(C)NC(=O)C1=CN(C=2N=CN=C(C21)C2=CC(=CC=C2)[N+](=O)[O-])COCC[Si](C)(C)C (N-(1-hydroxypropan-2-yl)-4-(3-nitrophenyl)-7-((2-(trimethylsilyl)ethoxy)methyl)-7H-pyrrolo[2,3-d]pyrimidine-5-carboxamide). The reactants are FC1(CCC(CC1)C1=C(C(=NC=2CC(CC(C12)OCC1=CC=C(C=C1)OC)(C)C)C1CCN(CC1)C1=NC=C(C=N1)C(C(C)C)O)C(C1=CC=C(C=C1)C(F)(F)F)F)F (4-(4,4-Difluorocyclohexyl)-3-{fluoro[4-(trifluoromethyl)phenyl]methyl}-2-{1-[5-(1-hydroxy-2-methylpropyl)pyrimidin-2-yl]piperidin-4-yl}-5-[(4-methoxybenzyl)oxy]-7,7-dimethyl-5,6,7,8-tetrahydroquinoline), C(O)([O-])=O.[Na+] (sodium hydrogencarbonate), C(C)[SiH](CC)CC (triethyl silane), FC(C(=O)O)(F)F (trifluoroacetic acid). Solvent: ClCCl (dichloromethane). Reaction conditions: time 41 hour. Product: FC1(CCC(CC1)C1=C(C(=NC=2CC(CC(C12)O)(C)C)C1CCN(CC1)C1=NC=C(C=N1)CC(C)C)C(C1=CC=C(C=C1)C(F)(F)F)F)F ((−)-4-(4,4-Difluorocyclohexyl)-3-{fluoro[4-(trifluoromethyl)phenyl]methyl}-7,7-dimethyl-2-{1-[5-(2-methylpropyl)pyrimidin-2-yl]piperidin-4-yl}-5,6,7,8-tetrahydroquinolin-5-ol). Isolated yield 27.3%. As a reaction SMILES: [F:1][C:2]1([F:59])[CH2:7][CH2:6][CH:5]([C:8]2[C:17]3[CH:16]([O:18]CC4C=CC(OC)=CC=4)[CH2:15][C:14]([CH3:29])([CH3:28])[CH2:13][C:12]=3[N:11]=[C:10]([CH:30]3[CH2:35][CH2:34][N:33]([C:36]4[N:41]=[CH:40][C:39]([CH:42](O)[CH:43]([CH3:45])[CH3:44])=[CH:38][N:37]=4)[CH2:32][CH2:31]3)[C:9]=2[CH:47]([F:58])[C:48]2[CH:53]=[CH:52][C:51]([C:54]([F:57])([F:56])[F:55])=[CH:50][CH:49]=2)[CH2:4][CH2:3]1.C([SiH](CC)CC)C.FC(F)(F)C(O)=O.C(=O)([O-])O.[Na+]>ClCCl>[F:59][C:2]1([F:1])[CH2:3][CH2:4][CH:5]([C:8]2[C:17]3[CH:16]([OH:18])[CH2:15][C:14]([CH3:29])([CH3:28])[CH2:13][C:12]=3[N:11]=[C:10]([CH:30]3[CH2:35][CH2:34][N:33]([C:36]4[N:41]=[CH:40][C:39]([CH2:42][CH:43]([CH3:44])[CH3:45])=[CH:38][N:37]=4)[CH2:32][CH2:31]3)[C:9]=2[CH:47]([F:58])[C:48]2[CH:49]=[CH:50][C:51]([C:54]([F:55])([F:57])[F:56])=[CH:52][CH:53]=2)[CH2:6][CH2:7]1 |f:3.4|. Reported procedure: To a solution of 70 mg (0.085 mmol) of 4-(4,4-Difluorocyclohexyl)-3-{fluoro[4-(trifluoromethyl)phenyl]methyl}-2-{1-[5-(1-hydroxy-2-methylpropyl)pyrimidin-2-yl]piperidin-4-yl}-5-[(4-methoxybenzyl)oxy]-7,7-dimethyl-5,6,7,8-tetrahydroquinoline, which was prepared by a method similar to that of Reference Example 19, in 5 ml of dichloromethane, 2 ml of triethyl silane and 1 ml of trifluoroacetic acid were added, and the reaction solution was stirred at room temperature for 41 hours. After completion ... Starting materials: C(CCC)OC1=C(C(=O)O)C=CC(=C1)OC (2-butoxy-4-methoxybenzoic acid), NC1=C(C(=O)NC2=CC=C(C=C2)OC)C=CC=C1 (2-amino-N-(4-methoxyphenyl)benzamide). The product is C(CCC)OC1=C(C(=O)NC2=C(C(=O)NC3=CC=C(C=C3)OC)C=CC=C2)C=CC(=C1)OC (2-[(2-Butoxy-4-methoxybenzoyl)amino]-N-(4-methoxyphenyl)benzamide). Yield: 25.2%. As a reaction SMILES: [CH2:1]([O:5][C:6]1[CH:14]=[C:13]([O:15][CH3:16])[CH:12]=[CH:11][C:7]=1[C:8]([OH:10])=O)[CH2:2][CH2:3][CH3:4].[NH2:17][C:18]1[CH:34]=[CH:33][CH:32]=[CH:31][C:19]=1[C:20]([NH:22][C:23]1[CH:28]=[CH:27][C:26]([O:29][CH3:30])=[CH:25][CH:24]=1)=[O:21]>>[CH2:1]([O:5][C:6]1[CH:14]=[C:13]([O:15][CH3:16])[CH:12]=[CH:11][C:7]=1[C:8]([NH:17][C:18]1[CH:34]=[CH:33][CH:32]=[CH:31][C:19]=1[C:20]([NH:22][C:23]1[CH:24]=[CH:25][C:26]([O:29][CH3:30])=[CH:27][CH:28]=1)=[O:21])=[O:10])[CH2:2][CH2:3][CH3:4]. Reported procedure: Using the procedure described in Example 102, Part A, 2-butoxy-4-methoxybenzoic acid (0.54 mmol) and 2-amino-N-(4-methoxyphenyl)benzamide (0.54 mmol) yielded 61 mg (25%) of the title compound. The reactants are N1(C=NC=C1)C1=C(C#N)C=CC=C1 (2-imidazol-1-yl-benzonitrile), N (ammonia). Reagents/catalysts: [Ni] (Raney nickel). Run in C(C)O (ethanol). The product is N1(C=NC=C1)C1=C(CN)C=CC=C1 (2-Imidazol-1-yl-benzylamine). RXN SMILES: [N:1]1([C:6]2[CH:13]=[CH:12][CH:11]=[CH:10][C:7]=2[C:8]#[N:9])[CH:5]=[CH:4][N:3]=[CH:2]1.N>C(O)C.[Ni]>[N:1]1([C:6]2[CH:13]=[CH:12][CH:11]=[CH:10][C:7]=2[CH2:8][NH2:9])[CH:5]=[CH:4][N:3]=[CH:2]1. Procedure details: A solution of 2-imidazol-1-yl-benzonitrile (200 mg, 1.2 mmol) in ethanol saturated with ammonia (20 ml) was stirred in the presence of Raney nickel (50% slurry in water, washed with ethanol, catalytic amount) under a hydrogen atmosphere for 4 h. The reaction mixture was filtered over celite and concentrated to give 2-Imidazol-1-yl-benzylamine; 1H NMR (CDCl3, 400 MHz) δ7.69 (bs, 1H), 7.57 (m, 1H), 7.47 (m, 1H), 7.38 (m, 1H), 7.27 (m, 1H), 7.22 (bs, 1H), 7.16 (m, 1H) 3.73 (s, 2H).